This data is from the Open Reaction Database (ORD), a public repository of structured organic reaction records. The task is: describe an organic reaction: reactants, conditions, products, and yield Starting materials: O=C([O-])[O-], CS(C)=O, COC(=O)C(Cc1ccccc1)NC(=O)OCc1ccc(CCl)cc1, [Cs+], [Cs+], Oc1ccc(F)cc1. Yields the product COC(=O)C(Cc1ccccc1)NC(=O)OCc1ccc(COc2ccc(F)cc2)cc1. As a reaction SMILES: [C:34](=[O:35])([O-:36])[O-:37].[CH3:40][S:41]([CH3:42])=[O:43].[CH3:9][O:10][C:11]([CH:12]([CH2:13][c:14]1[cH:15][cH:16][cH:17][cH:18][cH:19]1)[NH:20][C:21](=[O:22])[O:23][CH2:24][c:25]1[cH:26][cH:27][c:28]([CH2:31][Cl:32])[cH:29][cH:30]1)=[O:33].[Cs+:38].[Cs+:39].[F:1][c:2]1[cH:3][cH:4][c:5]([OH:8])[cH:6][cH:7]1>>[F:1][c:2]1[cH:3][cH:4][c:5]([O:8][CH2:31][c:28]2[cH:27][cH:26][c:25]([CH2:24][O:23][C:21]([NH:20][CH:12]([C:11]([O:10][CH3:9])=[O:33])[CH2:13][c:14]3[cH:15][cH:16][cH:17][cH:18][cH:19]3)=[O:22])[cH:30][cH:29]2)[cH:6][cH:7]1. The reactants are O, O=[N+]([O-])O, c1ccc2ccccc2c1. Product: O=[N+]([O-])c1cccc2ccccc12. Reaction SMILES: [OH2:15].[OH:11][N+:12]([O-:13])=[O:14].[cH:1]1[cH:2][cH:3][c:4]2[cH:5][cH:6][cH:7][cH:8][c:9]2[cH:10]1>>[cH:1]1[cH:2][cH:3][c:4]2[cH:5][cH:6][cH:7][cH:8][c:9]2[c:10]1[N+:12](=[O:11])[O-:13]. The reactants are Clc1ccc(N2CCNCC2)cc1, CC1(Cn2cc([N+](=O)[O-])nc2Cl)CO1, CN(C)C=O, O. Product: CC(O)(CN1CCN(c2ccc(Cl)cc2)CC1)Cn1cc([N+](=O)[O-])nc1Cl. RXN SMILES: [Cl:15][c:16]1[cH:17][cH:18][c:19]([N:22]2[CH2:23][CH2:24][NH:25][CH2:26][CH2:27]2)[cH:20][cH:21]1.[Cl:1][c:2]1[n:3]([CH2:10][C:11]2([CH3:14])[O:12][CH2:13]2)[cH:4][c:5]([N+:7](=[O:8])[O-:9])[n:6]1.[O:28]=[CH:29][N:30]([CH3:31])[CH3:32].[OH2:33]>>[Cl:1][c:2]1[n:3]([CH2:10][C:11]([OH:12])([CH2:13][N:25]2[CH2:24][CH2:23][N:22]([c:19]3[cH:18][cH:17][c:16]([Cl:15])[cH:21][cH:20]3)[CH2:27][CH2:26]2)[CH3:14])[cH:4][c:5]([N+:7](=[O:8])[O-:9])[n:6]1. Reactants: ClC1=C(C=C(C=C1)C=1CCC(NN1)=O)[N+](=O)[O-] (6-(4-chloro-3-nitro-phenyl)-4,5-dihydro-3(2H)-pyridazinone), N1CCNCC1 (piperazine). Yields the product [N+](=O)([O-])C=1C=C(C=CC1N1CCNCC1)C=1CCC(NN1)=O (6-[3-nitro-4-(1-piperazinyl)-phenyl]-4,5-dihydro-3(2H)-pyridazinone). RXN SMILES: Cl[C:2]1[CH:7]=[CH:6][C:5]([C:8]2[CH2:9][CH2:10][C:11](=[O:14])[NH:12][N:13]=2)=[CH:4][C:3]=1[N+:15]([O-:17])=[O:16].[NH:18]1[CH2:23][CH2:22][NH:21][CH2:20][CH2:19]1>>[N+:15]([C:3]1[CH:4]=[C:5]([C:8]2[CH2:9][CH2:10][C:11](=[O:14])[NH:12][N:13]=2)[CH:6]=[CH:7][C:2]=1[N:18]1[CH2:23][CH2:22][NH:21][CH2:20][CH2:19]1)([O-:17])=[O:16]. Reported procedure: 10.0 g (39.4 mmol) of 6-(4-chloro-3-nitro-phenyl)-4,5-dihydro-3(2H)-pyridazinone are boiled under reflux with 10.2 g (118.2 mmol) of piperazine for 5 hours.